describe an organic reaction: reactants, conditions, products, and yield From a dataset of the Open Reaction Database (ORD), a public repository of structured organic reaction records. The reactants are NCC(=O)[O-] (glycinate), C[Al](C)C (trimethylaluminum), CCCCCC (hexane), C123[C@@H](CC(CC1)C2(C)C)NS(=O)(=O)C3 ((2R)-bornane-10,2-sultam), CO[2H] (MeOD). Solvent: C1(=CC=CC=C1)C (toluene), C1(=CC=CC=C1)C (toluene). Reaction conditions: temperature 50 celsius, time 20 minute. Product: NCC(=O)C12C3(CCC(C1)C3(C)C)CS(=O)(=O)N2 (glycylbornane-10,2-sultam). Isolated yield 158.7%. RXN SMILES: C[Al](C)C.CCCCCC.[C:11]123[CH2:24][S:21](=[O:23])(=[O:22])[NH:20][C@@H:12]1[CH2:13][CH:14]([C:17]2([CH3:19])[CH3:18])[CH2:15][CH2:16]3.[NH2:25][CH2:26][C:27]([O-])=[O:28].CO[2H]>C1(C)C=CC=CC=1>[NH2:25][CH2:26][C:27]([C:12]12[NH:20][S:21](=[O:23])(=[O:22])[CH2:24][C:11]31[C:17]([CH3:19])([CH3:18])[CH:14]([CH2:13]2)[CH2:15][CH2:16]3)=[O:28]. Procedure: Over 20 minutes, 2 M trimethylaluminum in hexane (40 ml, 1.2 eq) was added to (2R)-bornane-10,2-sultam (15.7 g, 1.1 eq) in toluene (110 ml) at 0° C., then left for 30 minutes. Ethyl N-(diphenylmethylene)[1,2-13C2, 15N, 2,2-2H2]glycinate (18.1 g, 66.4 mmol) in toluene (10 ml) was added and the reaction stirred overnight. Heating to 50° C. for 3-4 hours drove the reaction to completion. Workup was effected by cooling the reaction in ice and carefully adding MeOD (20 ml). After 1 hour, D2O (30 ml) ... The reactants are N\C(=C/C(=O)OC)\C (methyl β-aminocrotonate), FC1(OC2=C(O1)C=CC(=C2)C(C(CC(=O)OC)=O)=C)F (methyl (2,2-difluoro-1,3-benzodioxol-5-yl)-methylene-acetoacetate). The solvent is CO (methanol). Product: FC1(OC2=C(O1)C=CC(=C2)C2C(=C(NC(=C2C(=O)OC)C)C)C(=O)OC)F (Dimethyl 4-(2,2-difluoro-1,3-benzodioxol-5-yl)-1,4-dihydro-2,6-dimethyl-pyridine-3,5-dicarboxylate). Reaction SMILES: [NH2:1]/[C:2](/[CH3:8])=[CH:3]\[C:4]([O:6][CH3:7])=[O:5].[F:9][C:10]1([F:28])[O:14][C:13]2[CH:15]=[CH:16][C:17]([C:19](=C)[C:20](=O)[CH2:21][C:22](OC)=O)=[CH:18][C:12]=2[O:11]1>CO>[F:28][C:10]1([F:9])[O:14][C:13]2[CH:15]=[CH:16][C:17]([CH:19]3[C:3]([C:4]([O:6][CH3:7])=[O:5])=[C:2]([CH3:8])[NH:1][C:21]([CH3:22])=[C:20]3[C:4]([O:6][CH3:7])=[O:5])=[CH:18][C:12]=2[O:11]1. Reported procedure: 20 mmol of methyl β-aminocrotonate and 20 mmol of crude methyl (2,2-difluoro-1,3-benzodioxol-5-yl)-methylene-acetoacetate are heated under reflux in 30 ml of methanol for 12 hours, the methanol is evaporated off and the residue is chromatographed on silica gel with chloroform. The evaporated product fraction is taken up in a little methylene chloride and the mixture is foamed to a glass by rapid evacuation. The reactants are S(=O)(Cl)Cl (thionyl chloride), CN(C=O)C (N,N-dimethylformamide), ClC=1C=C(C=CC1)C=1C=C(C=NC1)CO ([5-(3-Chloro-phenyl)-pyridin-3-yl]-methanol). Run in ClCCl (dichloromethane). Run at temperature 0 celsius, time 3 hour. Yields the product ClCC=1C=NC=C(C1)C1=CC(=CC=C1)Cl (3-Chloromethyl-5-(3-chloro-phenyl)-pyridine). RXN SMILES: S(Cl)([Cl:3])=O.CN(C)C=O.[Cl:10][C:11]1[CH:12]=[C:13]([C:17]2[CH:18]=[C:19]([CH2:23]O)[CH:20]=[N:21][CH:22]=2)[CH:14]=[CH:15][CH:16]=1>ClCCl>[Cl:3][CH2:23][C:19]1[CH:20]=[N:21][CH:22]=[C:17]([C:13]2[CH:14]=[CH:15][CH:16]=[C:11]([Cl:10])[CH:12]=2)[CH:18]=1. Procedure details: 271 mg (0.165 ml, 2.28 mmol) thionyl chloride were added drop by drop at 0° C. to a solution of 0.2 ml N,N-dimethylformamide (DMF) and 250 mg (1.14 mmol) [5-(3-Chloro-phenyl)-pyridin-3-yl]-methanol in 20 ml dichloromethane and stirred for 3 h at 0° C. The mixture was poured on ice/sodium bicarbonate solution and the organic phase separated. The water phase was extracted with dichloromethane. The combined organic phases were washed with water, dried (sodium sulphate), evaporated and the obtained ... The reactants are CN1CCOCC1 (N-methylmorpholine), ClC(=O)OCC(C)C (isobutyl chloroformate), N[C@@H](CC(C)C)C(=O)OCC.Cl (H-Leu-OEt.HCl), C(CC(O)(C(=O)O)CC(=O)O)(=O)O (citric acid), N([C@@H](CC(N)=O)C(=O)O)C(=O)OCC1=CC=CC=C1 (Z-Asn-OH). Run in CN(C=O)C (dimethylformamide), CN(C=O)C (dimethylformamide), C(C)N(CC)CC (triethylamine), O1CCCC1 (tetrahydrofuran). The product is N([C@@H](CC(N)=O)C(=O)N[C@@H](CC(C)C)C(=O)OCC)C(=O)OCC1=CC=CC=C1 (Z-Asn-Leu-OEt). RXN SMILES: [NH:1]([C:10]([O:12][CH2:13][C:14]1[CH:19]=[CH:18][CH:17]=[CH:16][CH:15]=1)=[O:11])[C@H:2]([C:7]([OH:9])=O)[CH2:3][C:4](=[O:6])[NH2:5].CN1CCOCC1.ClC(OCC(C)C)=O.[NH2:35][C@H:36]([C:41]([O:43][CH2:44][CH3:45])=[O:42])[CH2:37][CH:38]([CH3:40])[CH3:39].Cl.C(O)(=O)CC(CC(O)=O)(C(O)=O)O>O1CCCC1.C(N(CC)CC)C.CN(C)C=O>[NH:1]([C:10]([O:12][CH2:13][C:14]1[CH:19]=[CH:18][CH:17]=[CH:16][CH:15]=1)=[O:11])[C@H:2]([C:7]([NH:35][C@H:36]([C:41]([O:43][CH2:44][CH3:45])=[O:42])[CH2:37][CH:38]([CH3:40])[CH3:39])=[O:9])[CH2:3][C:4](=[O:6])[NH2:5] |f:3.4|. Reported procedure: 5.32 Grams of Z-Asn-OH was dissolved in 60 ml of tetrahydrofuran, 10 ml of dimethylformamide and 2.04 ml of N-methylmorpholine, to this mixture was added 40 ml of a dimethylformamide solution containing 2.64 ml of isobutyl chloroformate, 3.91 g of H-Leu-OEt.HCl and 2.80 ml of triethylamine and the reaction was carried out by a procedure similar to that described in Reference example 2. After removal of the solvent by distillation, to the residue obtained was added 1M-citric acid, the precipitate... Procedure: The title compound was prepared according to the procedure of Example 10C substituting benzyl bromide and the product from Example 73C for 1-chloromethyl-4-methoxy-benzene and 4-chloro-3-nitro-phenol (0.72 g, 79%). Product: C(C1=CC=CC=C1)OC1=C(C=C(C(=C1)[N+](=O)[O-])F)Cl (1-Benzyloxy-2-chloro-4-fluoro-5-nitro-benzene). Reactants: ClC1=C(C=C(C(=C1)F)[N+](=O)[O-])O (2-Chloro-4-fluoro-5-nitro-phenol), ClCC1=CC=C(C=C1)OC (1-chloromethyl-4-methoxy-benzene), ClC1=C(C=C(C=C1)O)[N+](=O)[O-] (4-chloro-3-nitro-phenol). Reaction SMILES: [Cl:1][C:2]1[CH:7]=[C:6]([F:8])[C:5]([N+:9]([O-:11])=[O:10])=[CH:4][C:3]=1[OH:12].Cl[CH2:14][C:15]1[CH:20]=[CH:19][C:18](OC)=[CH:17][CH:16]=1.ClC1C=CC(O)=CC=1[N+]([O-])=O>>[CH2:14]([O:12][C:3]1[CH:4]=[C:5]([N+:9]([O-:11])=[O:10])[C:6]([F:8])=[CH:7][C:2]=1[Cl:1])[C:15]1[CH:20]=[CH:19][CH:18]=[CH:17][CH:16]=1. The reactants are Cc1onc2c1c(=O)n(C1CCCC(CNC(=O)OCc3ccccc3)C1)c1cccnc21, CN(C)C=O, CCN(C(C)C)C(C)C, ClCCl, Cl, C[Si](C)(C)I, O=C(O)c1ccccc1, On1nnc2cccnc21. Yields the product Cc1onc2c1c(=O)n(C1CCCC(CNC(=O)c3ccccc3)C1)c1cccnc21. Reaction SMILES: [CH2:1]([c:3]1[cH:4][cH:5][cH:6][cH:7][cH:33]1)[O:8][C:9](=[O:2])[NH:10][CH2:11][CH:12]1[CH2:13][CH:14]([n:18]2[c:19](=[O:32])[c:20]3[c:21]([c:22]4[n:23][cH:24][cH:25][cH:26][c:27]24)[n:28][o:29][c:30]3[CH3:31])[CH2:15][CH2:16][CH2:17]1.[CH3:71][N:72]([CH3:73])[CH:74]=[O:75].[CH:59]([N:60]([CH2:61][CH3:62])[CH:63]([CH3:64])[CH3:65])([CH3:66])[CH3:67].[Cl:68][CH2:69][Cl:70].[ClH:48].[I:34][Si:35]([CH3:36])([CH3:37])[CH3:38].[OH:39][C:40](=[O:41])[c:42]1[cH:43][cH:44][cH:45][cH:46][cH:47]1.[OH:49][n:50]1[c:51]2[n:52][cH:53][cH:54][cH:55][c:56]2[n:57][n:58]1>>[O:8]=[C:9]([NH:10][CH2:11][CH:12]1[CH2:13][CH:14]([n:18]2[c:19](=[O:32])[c:20]3[c:21]([c:22]4[n:23][cH:24][cH:25][cH:26][c:27]24)[n:28][o:29][c:30]3[CH3:31])[CH2:15][CH2:16][CH2:17]1)[c:42]1[cH:43][cH:44][cH:45][cH:46][cH:47]1. Starting materials: OC(C(=O)O)C1N(CCN(C1)CC1=CC=CC=C1)CC1=CC=CC=C1 (2-hydroxy-2-(1,4-dibenzylpiperazin-2-yl)acetic acid), [N+](=[N-])=C (diazomethane), C(C)(=O)O (acetic acid), [N+](=[N-])=C (diazomethane). Solvent: CO (methanol), CCOCC (ether). Product: OC(C(=O)OC)C1N(CCN(C1)CC1=CC=CC=C1)CC1=CC=CC=C1 (methyl 2-hydroxy-2-(1,4-dibenzylpiperazin-2-yl)acetate). RXN SMILES: [OH:1][CH:2]([CH:6]1[CH2:11][N:10]([CH2:12][C:13]2[CH:18]=[CH:17][CH:16]=[CH:15][CH:14]=2)[CH2:9][CH2:8][N:7]1[CH2:19][C:20]1[CH:25]=[CH:24][CH:23]=[CH:22][CH:21]=1)[C:3]([OH:5])=[O:4].[N+](=[CH2:28])=[N-].C(O)(=O)C>CO.CCOCC>[OH:1][CH:2]([CH:6]1[CH2:11][N:10]([CH2:12][C:13]2[CH:18]=[CH:17][CH:16]=[CH:15][CH:14]=2)[CH2:9][CH2:8][N:7]1[CH2:19][C:20]1[CH:25]=[CH:24][CH:23]=[CH:22][CH:21]=1)[C:3]([O:5][CH3:28])=[O:4]. Procedure: To a solution of 452 mg of 2-hydroxy-2-(1,4-dibenzylpiperazin-2-yl)acetic acid in 5 ml of methanol is added a solution of diazomethane in ether. After the excess amount of diazomethane is decomposed with acetic acid, the mixture is evaporated to dryness under reduced pressure. The residue is dissolved in ether. The resulting solution is washed with 10% aqueous sodium sulfate and water, dried over sodium sulfate and evaporated under reduced pressure to yield 468 mg of methyl 2-hydroxy-2-(1,4-dibe...